From a dataset of the Open Reaction Database (ORD), a public repository of structured organic reaction records. describe an organic reaction: reactants, conditions, products, and yield The reactants are S (hydrogen sulfide), steel, P12(=S)SP3(=S)SP(=S)(S1)SP(=S)(S2)S3 (phosphorus pentasulfide), C1(=CC=CC=C1)C(C(CC(=O)C1=CC=C(C=C1)OC)C1=CC=CC=C1)=O (1,2-diphenyl-4-p-methoxyphenylbutane-1,4-dione), C=1(C(=CC=CC1)C)C (xylene), S (hydrogen sulfide). Run in C(C)O (ethanol). Yields the product C1(=CC=CC=C1)C=1SC(=CC1C1=CC=CC=C1)C1=CC=C(C=C1)OC (2,3-Diphenyl-5-p-methoxyphenylthiophene). Isolated yield 142.8%. RXN SMILES: [C:1]1([C:7](=O)[CH:8]([C:20]2[CH:25]=[CH:24][CH:23]=[CH:22][CH:21]=2)[CH2:9][C:10]([C:12]2[CH:17]=[CH:16][C:15]([O:18][CH3:19])=[CH:14][CH:13]=2)=O)[CH:6]=[CH:5][CH:4]=[CH:3][CH:2]=1.C1(C)C(C)=CC=CC=1.P12(SP3(SP(SP(S3)(S1)=S)(=S)S2)=S)=[S:36].S>C(O)C>[C:1]1([C:7]2[S:36][C:10]([C:12]3[CH:17]=[CH:16][C:15]([O:18][CH3:19])=[CH:14][CH:13]=3)=[CH:9][C:8]=2[C:20]2[CH:25]=[CH:24][CH:23]=[CH:22][CH:21]=2)[CH:6]=[CH:5][CH:4]=[CH:3][CH:2]=1. Procedure: In a 1-liter steel autoclave fitted with a mechanical stirrer, a thermometer and a pressure gauge were placed 32 g (0.09 mole) of 1,2-diphenyl-4-p-methoxyphenylbutane-1,4-dione, 100 ml of xylene, 20 g (0.045 mole) of phosphorus pentasulfide and 130 g of hydrogen sulfide. The mixture was stirred and heated 3 hours at 157°-162° C. (1190-1220 psig). The vessel was cooled and the hydrogen sulfide vented into an aqueous sodium hydroxide trap. The semisolid residue was stirred with 150 ml of absolute ... Starting materials: C(C)OC(C1=C(N=CC=C1)CN1CCC(CC1)C1=CNC2=CC=CC=C12)=O (2-[4-(1H-indol-3-yl)-piperidin-1-ylmethyl]-nicotinic acid ethyl ester), Cl.ClCC=1C=NC=CC1 (3-chloromethyl-pyridine hydrochloride). The product is N1=CC(=CC=C1)CN1C=C(C2=CC=CC=C12)C1CCN(CC1)CC1=C(C(=O)O)C=CC=N1 (2-[4-(1-pyridin-3-ylmethyl-1H-indol-3-yl)-piperidin-1-ylmethyl]-nicotinic acid). Reaction SMILES: C([O:3][C:4](=[O:27])[C:5]1[CH:10]=[CH:9][CH:8]=[N:7][C:6]=1[CH2:11][N:12]1[CH2:17][CH2:16][CH:15]([C:18]2[C:26]3[C:21](=[CH:22][CH:23]=[CH:24][CH:25]=3)[NH:20][CH:19]=2)[CH2:14][CH2:13]1)C.Cl.Cl[CH2:30][C:31]1[CH:32]=[N:33][CH:34]=[CH:35][CH:36]=1>>[N:33]1[CH:34]=[CH:35][CH:36]=[C:31]([CH2:30][N:20]2[C:21]3[C:26](=[CH:25][CH:24]=[CH:23][CH:22]=3)[C:18]([CH:15]3[CH2:14][CH2:13][N:12]([CH2:11][C:6]4[N:7]=[CH:8][CH:9]=[CH:10][C:5]=4[C:4]([OH:3])=[O:27])[CH2:17][CH2:16]3)=[CH:19]2)[CH:32]=1 |f:1.2|. Procedure details: This compound was prepared following the procedure described in example 1 (part E) starting with 0.76 g (0.21 mmol) of 2-[4-(1H-indol-3-yl)-piperidin-1-ylmethyl]-nicotinic acid ethyl ester and 0.04 g (0.25 mmol) of 3-chloromethyl-pyridine hydrochloride. After standard purification, 0.040 g (45% of yield) of the expected acid were obtained. Starting materials: C(C)(C)(C)OC(=O)N1C=C(C=2C1=C(N=CC2C(NC(C)(C)C)=O)Cl)C (4-tert-butylcarbamoyl-7-chloro-3-methyl-pyrrolo[2,3-c]pyridine-1-carboxylic acid ter-butyl ester), FC=1C=C(N)C=C(C1)F (3,5-difluoroaniline). Solvent: C(C)OCC (diethyl ether). The product is C(C)(C)(C)NC(=O)C=1C2=C(C(=NC1)NC1=CC(=CC(=C1)F)F)NC=C2C (7-(3,5-Difluoro-phenylamino)-3-methyl-1H-pyrrolo[2,3-c]pyridine-4-carboxylic acid tert-butylamide). RXN SMILES: C(OC([N:8]1[C:12]2=[C:13](Cl)[N:14]=[CH:15][C:16]([C:17](=[O:23])[NH:18][C:19]([CH3:22])([CH3:21])[CH3:20])=[C:11]2[C:10]([CH3:25])=[CH:9]1)=O)(C)(C)C.[F:26][C:27]1[CH:28]=[C:29]([CH:31]=[C:32]([F:34])[CH:33]=1)[NH2:30]>C(OCC)C>[C:19]([NH:18][C:17]([C:16]1[C:11]2[C:10]([CH3:25])=[CH:9][NH:8][C:12]=2[C:13]([NH:30][C:29]2[CH:28]=[C:27]([F:26])[CH:33]=[C:32]([F:34])[CH:31]=2)=[N:14][CH:15]=1)=[O:23])([CH3:20])([CH3:21])[CH3:22]. Reported procedure: Prepared in a similar manner to Example 4(d) from 4-tert-butylcarbamoyl-7-chloro-3-methyl-pyrrolo[2,3-c]pyridine-1-carboxylic acid ter-butyl ester (68 mg) and using 3,5-difluoroaniline (38 ul) instead of 3-bromoaniline. Isolated by MDAP rather than trituration with diethyl ether to give the title compound (28 mg). Starting materials: COC(OC)OC (Trimethoxymethane), CC1=CC=C(N1)C(=O)OCC (ethyl 5-methyl-1H-pyrrole-2-carboxylate), CC1=CC=C(N1)C(=O)OCC (ethyl 5-methyl-1H-pyrrole-2-carboxylate). Solvent: C(=O)(C(F)(F)F)O (TFA). Run at time 10 minute. Product: C(=O)C=1C=C(NC1C)C(=O)OCC (Ethyl 4-formyl-5-methyl-1H-pyrrole-2-carboxylate). RXN SMILES: [CH3:1][O:2]C(OC)OC.[CH3:8][C:9]1[NH:13][C:12]([C:14]([O:16][CH2:17][CH3:18])=[O:15])=[CH:11][CH:10]=1>C(O)(C(F)(F)F)=O>[CH:1]([C:10]1[CH:11]=[C:12]([C:14]([O:16][CH2:17][CH3:18])=[O:15])[NH:13][C:9]=1[CH3:8])=[O:2]. Procedure: Trimethoxymethane (1.18 ml, 10.78 mmol) was added to a solution of ethyl 5-methyl-1H-pyrrole-2-carboxylate (Intermediate 20) (0.5 g, 3.26 mmol) in TFA (2.5 ml) at 0° C. The reaction was stirred at that temperature for 10 mins then quenched with cold water (20 ml). The layers were separated and the aqueous layer was extracted with EtOAc. The combined organic extracts were dried over magnesium sulfate and concentrated to give yellow solid which was purified by flash chromatography (10% to 20% EtOA...